This data is from the Open Reaction Database (ORD), a public repository of structured organic reaction records. The task is: describe an organic reaction: reactants, conditions, products, and yield The solvent is O1CCCC1 (tetrahydrofuran). Procedure details: The epoxide starting material is obtained from reaction of 4-hydroxy-3-methylphenyl benzoate with benzyl bromide to give 4-benzyloxy-3-methylphenyl benzoate (M.P. 120°-121° from methanol/ether), followed by de-esterification with 2M NaOH solution to give 4-benzyloxy-3-methylphenol (M.P. 69°-70° from ether/hexane) and reaction with 2-bromoethanol (light brown oil) to form an alcohol which is reacted with cyclopropylmethyl bromide in tetrahydrofuran. Debenzylation of the cyclopropylmethoxyethoxy d... Yields the product CC1=C(C=CC(=C1)OCCOCC1CC1)OCC1CO1 (2-methyl-1-(2,3-epoxypropoxy)-4-(2-(cyclopropylmethoxy)ethoxy)benzene). As a reaction SMILES: C1(CBr)CC1.[CH:6]1([CH2:9][O:10][CH2:11][CH2:12][O:13][C:14]2[CH:19]=[CH:18][C:17]([OH:20])=[C:16]([CH3:21])[CH:15]=2)[CH2:8][CH2:7]1.[CH2:22]([CH:24]1[O:26][CH2:25]1)Cl.N1CCCCC1>O1CCCC1.[Pd]>[CH3:21][C:16]1[CH:15]=[C:14]([O:13][CH2:12][CH2:11][O:10][CH2:9][CH:6]2[CH2:8][CH2:7]2)[CH:19]=[CH:18][C:17]=1[O:20][CH2:22][CH:24]1[O:26][CH2:25]1. The reagents and catalysts are [Pd] (Pd on activated charcoal). Reactants: C1(CC1)CBr (cyclopropylmethyl bromide), cyclopropylmethoxyethoxy, C1(CC1)COCCOC1=CC(=C(C=C1)O)C (4-(2-(cyclopropylmethoxy)ethoxy)-2-methylphenol), C(Cl)C1CO1 (epichlorhydrin), N1CCCCC1 (piperidine). The reactants are Cl (HCl), C1(CCCC1)N1N=C(C(=C1N)C(=O)N)CC (1-cyclopentyl-3-ethyl-5-amino-1H-pyrazole-4-carboxamide), COC=1C=C(C=CC1)CC(=O)OCC (ethyl 3-methoxyphenylacetate), [Na] (Sodium). Run in C(C)O (ethanol), O (Water). The product is C1(CCCC1)N1NC(=C2C1=NC(=NC2=O)CC2=CC(=CC=C2)OC)CC (1-cyclopentyl-3-ethyl-6-(3-methoxyphenylmethyl)pyrazolo[3,4-d]pyrimidin-4-one). Yield: 55.4%. RXN SMILES: [Na].[CH:2]1([N:7]2[C:11]([NH2:12])=[C:10]([C:13]([NH2:15])=[O:14])[C:9]([CH2:16][CH3:17])=[N:8]2)[CH2:6][CH2:5][CH2:4][CH2:3]1.[CH3:18][O:19][C:20]1[CH:21]=[C:22]([CH2:26][C:27](OCC)=O)[CH:23]=[CH:24][CH:25]=1.Cl>C(O)C.O>[CH:2]1([N:7]2[C:11]3=[N:12][C:27]([CH2:26][C:22]4[CH:23]=[CH:24][CH:25]=[C:20]([O:19][CH3:18])[CH:21]=4)=[N:15][C:13](=[O:14])[C:10]3=[C:9]([CH2:16][CH3:17])[NH:8]2)[CH2:3][CH2:4][CH2:5][CH2:6]1 |^1:0|. Procedure details: Sodium (1.19 g) was dissolved in ethanol (85 mL) and 1-cyclopentyl-3-ethyl-5-amino-1H-pyrazole-4-carboxamide (5.7 g, 26 mmol) and then ethyl 3-methoxyphenylacetate (10 g) were added. The reaction mixture was refluxed overnight, cooled to room temperature and the solvent was stripped. Water was added to the residue, followed by 2N HCl and the precipitate which formed was collected by filtration and recrystallized from ethyl acetate to afford 5.08 g of 1-cyclopentyl-3-ethyl-6-(3-methoxyphenylmethy...